Dataset: the Open Reaction Database (ORD), a public repository of structured organic reaction records. Task: describe an organic reaction: reactants, conditions, products, and yield Reported procedure: 0.50 g (1.18 mmoles) of 3-[9-(4-acetyl-3-hydroxy-2-n-propylphenoxymethyl)-4-oxo-pyrido[1,2-a]pyrimidin-3yl]propionic acid was suspended in 20 ml of ethanol, and 3.90 ml (1.18 mmoles) of a 2% ethanolic solution of potassium hydroxide was added thereto. This suspension was stirred until a clear solution was obtained. To the resulting reaction solution was added a small amount of n-hexane. The solid matter which separated out was collected by filtration and then dried to obtain 0.40 g (73% yield) o... Solvent: C(C)O (ethanol). The reactants are C(C)(=O)C1=C(C(=C(OCC2=CC=CN3C2=NC=C(C3=O)CCC(=O)O)C=C1)CCC)O (3-[9-(4-acetyl-3-hydroxy-2-n-propylphenoxymethyl)-4-oxo-pyrido[1,2-a]pyrimidin-3yl]propionic acid), CCCCCC (n-hexane), ethanolic solution, [OH-].[K+] (potassium hydroxide). Yields the product [K+].C(C)(=O)C1=C(C(=C(OCC2=CC=CN3C2=NC=C(C3=O)CCC(=O)[O-])C=C1)CCC)O (3-[9-(4-acetyl-3-hydroxy-2-n-propyl-phenoxymethyl)-4-oxo-pyrido[1,2-a]pyrimidin-3-yl]propionic acid potassium salt). Isolated yield 73.0%. Reaction SMILES: [C:1]([C:4]1[CH:27]=[CH:26][C:7]([O:8][CH2:9][C:10]2[C:15]3=[N:16][CH:17]=[C:18]([CH2:21][CH2:22][C:23]([OH:25])=[O:24])[C:19](=[O:20])[N:14]3[CH:13]=[CH:12][CH:11]=2)=[C:6]([CH2:28][CH2:29][CH3:30])[C:5]=1[OH:31])(=[O:3])[CH3:2].[OH-].[K+:33].CCCCCC>C(O)C>[K+:33].[C:1]([C:4]1[CH:27]=[CH:26][C:7]([O:8][CH2:9][C:10]2[C:15]3=[N:16][CH:17]=[C:18]([CH2:21][CH2:22][C:23]([O-:25])=[O:24])[C:19](=[O:20])[N:14]3[CH:13]=[CH:12][CH:11]=2)=[C:6]([CH2:28][CH2:29][CH3:30])[C:5]=1[OH:31])(=[O:3])[CH3:2] |f:1.2,5.6|. The reactants are CC(CC(=O)O)(C)C (3,3-dimethylbutyric acid), C1(CCCCC1)N=C=NC1CCCCC1 (dicyclohexyl carbodiimide), N1(CCCC1)C1=CC=NC=C1 (4-(1-pyrrolidinyl)pyridine), [Si](C)(C)(C(C)(C)C)O[C@@H]1C=C2C=C[C@@H]([C@@H]([C@H]2[C@H](C1)O)CC[C@@H]1C[C@H](CC(O1)=O)O[Si](C)(C)C(C)(C)C)C ((4R,6R)-6-{2-[(1S,2S,6S,8S,8aR)-1,2,6,7,8,8a-hexahydro-6-t-butyldimethylsilyloxy-8-hydroxy-2-methyl-1-naphthyl]ethyl}tetrahydro-4-t-butyldimethylsilyloxy-2H-pyran-2-one). Run in C(Cl)Cl (methylene chloride). Run at time 30 minute. Yields the product [Si](C)(C)(C(C)(C)C)O[C@@H]1C=C2C=C[C@@H]([C@@H]([C@H]2[C@H](C1)OC(CC(C)(C)C)=O)CC[C@@H]1C[C@H](CC(O1)=O)O[Si](C)(C)C(C)(C)C)C ((4R,6R)-6-{2-[(1S,2S,6S,8S,8aR)-1,2,6,7,8,8a-Hexahydro-6-t-butyldimethylsilyloxy-8-(3,3-dimethylbutyryloxy)-2-methyl-1-naphthyl]ethyl}tetrahydro-4-t-butyldimethylsilyloxy-2H-pyran-2-one). Yield: 47.5%. RXN SMILES: [CH3:1][C:2]([CH3:8])([CH3:7])[CH2:3][C:4]([OH:6])=[O:5].C1(N=C=NC2CCCCC2)CCCCC1.N1(C2C=CN=CC=2)CCCC1.[Si:35]([O:42][C@H:43]1[CH2:52][C@H:51](O)[C@H:50]2[C:45]([CH:46]=[CH:47][C@H:48]([CH3:71])[C@@H:49]2[CH2:54][CH2:55][C@H:56]2[O:61][C:60](=[O:62])[CH2:59][C@H:58]([O:63][Si:64]([C:67]([CH3:70])([CH3:69])[CH3:68])([CH3:66])[CH3:65])[CH2:57]2)=[CH:44]1)([C:38]([CH3:41])([CH3:40])[CH3:39])([CH3:37])[CH3:36]>C(Cl)Cl>[Si:35]([O:42][C@H:43]1[CH2:52][C@H:51]([O:5][C:4](=[O:6])[CH2:3][C:2]([CH3:8])([CH3:7])[CH3:1])[C@H:50]2[C:45]([CH:46]=[CH:47][C@H:48]([CH3:71])[C@@H:49]2[CH2:54][CH2:55][C@H:56]2[O:61][C:60](=[O:62])[CH2:59][C@H:58]([O:63][Si:64]([C:67]([CH3:70])([CH3:69])[CH3:68])([CH3:65])[CH3:66])[CH2:57]2)=[CH:44]1)([C:38]([CH3:39])([CH3:40])[CH3:41])([CH3:37])[CH3:36]. Procedure details: 0.46 ml (3.6 mmol) of 3,3-dimethylbutyric acid, 741 mg (3.6 mmol) of dicyclohexyl carbodiimide and 13 mg (0.09 mmol) of 4-(1-pyrrolidinyl)pyridine were added to a solution of 1.00 g (1.8 mmol) of (4R,6R)-6-{2-[(1S,2S,6S,8S,8aR)-1,2,6,7,8,8a-hexahydro-6-t-butyldimethylsilyloxy-8-hydroxy-2-methyl-1-naphthyl]ethyl}tetrahydro-4-t-butyldimethylsilyloxy-2H-pyran-2-one [prepared as described in Example B, above] in 15 ml of methylene chloride, whilst ice-cooling. The resulting mixture was stirred at th... Starting materials: C1=CC=C(C=C1)P(C2=CC=CC=C2)C3=CC=CC=C3 (Ph3P), C1(C=CC(N1)=O)=O (maleimide), CCOC(=O)/N=N/C(=O)OCC (DEAD), COC1=CC=C(CCO)C=C1 (p-methoxyphenethyl alcohol). Yields the product COC1=CC=C(CCN2C(C=CC2=O)=O)C=C1 (N-(p-Methoxyphenethyl)maleimide). Reaction SMILES: C1C=CC(P(C2C=CC=CC=2)C2C=CC=CC=2)=CC=1.CCOC(/N=N/C(OCC)=O)=O.[CH3:32][O:33][C:34]1[CH:42]=[CH:41][C:37]([CH2:38][CH2:39]O)=[CH:36][CH:35]=1.[C:43]1(=[O:49])[NH:47][C:46](=[O:48])[CH:45]=[CH:44]1>>[CH3:32][O:33][C:34]1[CH:42]=[CH:41][C:37]([CH2:38][CH2:39][N:47]2[C:43](=[O:49])[CH:44]=[CH:45][C:46]2=[O:48])=[CH:36][CH:35]=1. Reported procedure: Reagents: Ph3P (1.31 g, 5 mmol), DEAD (0.8 ml, 5 mmol), p-methoxyphenethyl alcohol (1.2 g, 7.5 mmol) and maleimide (0.48 g, 5 mmol). Reactants: FC(C(=O)O)(F)F (trifluoroacetic acid), C1(CC1)ON=C(C(=O)N[C@H]1[C@@H]2N(C(=C(CS2)C[N+]2=CC=C(C=C2)C(N)=O)C(=O)[O-])C1=O)C=1N=C(SC1)NC=O (7β-[2-cyclopropyloxyimino-2-(2-formamidothiazol-4-yl)acetamido]-3-(4-carbamoyl-l-pyridinio)methyl-3-cephem-4-carboxylate), Cl (hydrochloric acid), ice water, C([O-])(O)=O.[Na+] (sodium bicarbonate). The solvent is CO (methanol), O1CCCC1 (tetrahydrofuran). The product is NC=1SC=C(N1)C(C(=O)N[C@H]1[C@@H]2N(C(=C(CS2)C[N+]2=CC=C(C=C2)C(N)=O)C(=O)[O-])C1=O)=NOC1CC1 (7β-[2-(2-aminothiazol-4-yl)-2-(cyclopropyloxyimino)acetamido]-3-(4-carbamoyl-1-pyridinio)methyl-3-cephem-4-carboxylate). Isolated yield 11.8%. RXN SMILES: FC(F)(F)C(O)=O.[CH:8]1([O:11][N:12]=[C:13]([C:39]2[N:40]=[C:41]([NH:44]C=O)[S:42][CH:43]=2)[C:14]([NH:16][C@@H:17]2[C:37](=[O:38])[N:19]3[C:20]([C:34]([O-:36])=[O:35])=[C:21]([CH2:24][N+:25]4[CH:30]=[CH:29][C:28]([C:31](=[O:33])[NH2:32])=[CH:27][CH:26]=4)[CH2:22][S:23][C@H:18]23)=[O:15])[CH2:10][CH2:9]1.Cl.C(=O)(O)[O-].[Na+]>CO.O1CCCC1>[NH2:44][C:41]1[S:42][CH:43]=[C:39]([C:13](=[N:12][O:11][CH:8]2[CH2:9][CH2:10]2)[C:14]([NH:16][C@@H:17]2[C:37](=[O:38])[N:19]3[C:20]([C:34]([O-:36])=[O:35])=[C:21]([CH2:24][N+:25]4[CH:30]=[CH:29][C:28]([C:31](=[O:33])[NH2:32])=[CH:27][CH:26]=4)[CH2:22][S:23][C@H:18]23)=[O:15])[N:40]=1 |f:3.4|. Procedure details: A mixture of trifluoroacetic acid salt of 7β-[2-cyclopropyloxyimino-2-(2-formamidothiazol-4-yl)acetamido]-3-(4-carbamoyl-l-pyridinio)methyl-3-cephem-4-carboxylate (syn isomer) (1.6 g) and concentrated hydrochloric acid (0.76 ml) in a mixture of methanol (16 ml) and tetrahydrofuran (5 ml) was warmed at 33° to 35° C. for 1.5 hours. The mixture was poured into ice-water, adjusted to pH 2.5 with saturated aqueous solution of sodium bicarbonate and washed with ethyl acetate. The aqueous solution was ... The reactants are C(C)I (ethyl iodide), COCCCCCCCCCCCC(=O)N[C@H](C)C(=O)OCC (N-(12-methoxy-1-oxododecyl)-D-alanine, ethyl ester), C(C)(C)(C)OC(=O)N[C@H](C)C(=O)O (N-(t-butyloxycarbonyl)-D-alanine), O.O.O.O.O.[OH-].C[N+](C)(C)C (tetramethylammonium hydroxide pentahydrate). Run in C(C)#N (acetonitrile). Yields the product C(C)(C)(C)OC(=O)N[C@H](C)C(=O)OCC (N-(t-butyloxycarbonyl)-D-alanine, ethyl ester). As a reaction SMILES: COCCCCCCCCCCC[C:14]([NH:16][C@@H:17]([C:19]([O:21][CH2:22][CH3:23])=[O:20])[CH3:18])=[O:15].[C:24]([O:28]C(N[C@@H](C(O)=O)C)=O)([CH3:27])([CH3:26])[CH3:25].O.O.O.O.O.[OH-].C[N+](C)(C)C.C(I)C>C(#N)C>[C:24]([O:28][C:14]([NH:16][C@@H:17]([C:19]([O:21][CH2:22][CH3:23])=[O:20])[CH3:18])=[O:15])([CH3:27])([CH3:26])[CH3:25] |f:2.3.4.5.6.7.8|. Reported procedure: Reaction Scheme 6 illustratively shows the preparation of N-(12-methoxy-1-oxododecyl)-D-alanine, ethyl ester wherein N-(t-butyloxycarbonyl)-D-alanine (16) is treated with tetramethylammonium hydroxide pentahydrate in acetonitrile followed by the addition of ethyl iodide to form N-(t-butyloxycarbonyl)-D-alanine, ethyl ester (17) which in turn reacts with trifluoroacetic acid in methylene chloride to give the trifluoroacetate salt of D-alanine ethyl ester (18) which, when treated with 2-methoxydod... Yields the product CC(C)n1cc(-c2ccc(N)cc2)c2c(Cl)ncnc21. RXN SMILES: [Cl-:23].[Cl:1][c:2]1[c:3]2[c:4]([n:5][cH:6][n:7]1)[n:8]([CH:20]([CH3:21])[CH3:22])[cH:9][c:10]2-[c:11]1[cH:12][cH:13][c:14]([N+:17]([O-:18])=[O:19])[cH:15][cH:16]1.[Fe:25].[NH4+:24].[OH2:26]>>[Cl:1][c:2]1[c:3]2[c:4]([n:5][cH:6][n:7]1)[n:8]([CH:20]([CH3:21])[CH3:22])[cH:9][c:10]2-[c:11]1[cH:12][cH:13][c:14]([NH2:17])[cH:15][cH:16]1. Reactants: [Cl-], CC(C)n1cc(-c2ccc([N+](=O)[O-])cc2)c2c(Cl)ncnc21, [Fe], [NH4+], O. Starting materials: FC1(C[C@@H](N(C1)C(=O)OC(C)(C)C)C(=O)OC)F ((R)-1-tert-butyl 2-methyl 4,4-difluoropyrrolidine-1,2-dicarboxylate), C(Cl)Cl (DCM), FC(C(=O)O)(F)F (trifluoroacetic acid), [O-][Mn](=O)(=O)=O.[K+] (KMnO4). The solvent is CCOC(=O)C (EtOAc). Run at time 6 hour. Yields the product OC(=O)C(F)(F)F.COC(=O)[C@H]1NCC(C1)(F)F ((S)-methyl-4,4-difluoropyrrolidine-2-carboxylate TFA salt). Reaction SMILES: [F:1][C:2]1([F:18])[CH2:6][N:5](C(OC(C)(C)C)=O)[C@@H:4]([C:14]([O:16][CH3:17])=[O:15])[CH2:3]1.C(Cl)Cl.[F:22][C:23]([F:28])([F:27])[C:24]([OH:26])=[O:25].[O-][Mn](=O)(=O)=O.[K+]>CCOC(C)=O>[OH:26][C:24]([C:23]([F:28])([F:27])[F:22])=[O:25].[CH3:17][O:16][C:14]([C@@H:4]1[CH2:3][C:2]([F:18])([F:1])[CH2:6][NH:5]1)=[O:15] |f:3.4,6.7|. Reported procedure: A round-bottom flask was charged with (R)-1-tert-butyl 2-methyl 4,4-difluoropyrrolidine-1,2-dicarboxylate (675 mg, 2545 μmol), 10.2 mL DCM and trifluoroacetic acid (980 μl, 12724 μmol). The mixture was stirred at RT. After 6 h, TLC (50% hex/EtOAc, KMnO4 stain) indicated complete conversion. The mixture was concentrated, and the crude (5)-methyl-4,4-difluoropyrrolidine-2-carboxylate TFA salt was use as is. The reactants are C[NH2+]C (dimethylammonium), FC(C=1C=C(C=CC1)NN)(F)F (3-trifluoromethylphenylhydrazine), CNC (Dimethylamine). Solvent: CCOCC (ether). Run at temperature 60 celsius. Yields the product FC(C=1C=C(C=CC1)N1N=CN=C1)(F)F (1-(3-trifluoromethylphenyl)-1,2,4-triazole). RXN SMILES: [CH3:1][NH2+:2][CH3:3].[F:4][C:5]([F:15])([F:14])[C:6]1[CH:7]=[C:8]([NH:12][NH2:13])[CH:9]=[CH:10][CH:11]=1.CNC>CCOCC>[F:4][C:5]([F:14])([F:15])[C:6]1[CH:7]=[C:8]([N:12]2[CH:3]=[N:2][CH:1]=[N:13]2)[CH:9]=[CH:10][CH:11]=1. Procedure: A mixture of 16.4 g of 2A and 17.6 g of 3-trifluoromethylphenylhydrazine were stirred and heated to 60° C. Dimethylamine was evolved in an exothermic reaction and the temperature maintained at 90° C. until evolution ceased (about 30 minutes). After cooling, the reaction mixture was dissolved in ether, washed with water, dried and chromatographically purified to yield 1-(3-trifluoromethylphenyl)-1,2,4-triazole (2B). The reactants are C(CC(O)(C(=O)O)CC(=O)O)(=O)O (Citric acid), FC1=CC=C(C=C1)C1=NC2=C(C(=CC=C2C(=N1)OC1CN2C(N(CCCCC=CC3CC3(NC(C2C1)=O)C(=O)O)C)=O)OC)C (17-[2-(4-Fluoro-phenyl)-7-methoxy-8-methyl-quinazolin-4-yloxy]-13-methyl-2,14-dioxo-3,13,15-triaza-tricyclo[13.3.0.0*4,6*]octadec-7-ene-4-carboxylic acid), C(CCl)Cl (EDC), C1(CC1)S(=O)(=O)N (Cyclopropylsulfonamide), C1CCC2=NCCCN2CC1 (DBU). Solvent: C(Cl)Cl (DCM). Reaction conditions: time 6 hour. The product is FC1=CC=C(C=C1)C1=NC2=C(C(=CC=C2C(=N1)OC1CN2C(N(CCCCC=CC3CC3(NC(C2C1)=O)C(=O)NS(=O)(=O)C1CC1)C)=O)OC)C (Cyclopropanesulfonic acid {17-[2-(4-fluoro-phenyl)-7-methoxy-8-methyl-quinazolin-4-yloxy]-13-methyl-2,14-dioxo-3,13,15-triaza-tricyclo[13.3.0.0*4,6*]octadec-7-ene-4-carbonyl}-amide). Yield: 64.7%. Reaction SMILES: [F:1][C:2]1[CH:7]=[CH:6][C:5]([C:8]2[N:17]=[C:16]([O:18][CH:19]3[CH2:36][CH:35]4[N:21]([C:22](=[O:42])[N:23]([CH3:41])[CH2:24][CH2:25][CH2:26][CH2:27][CH:28]=[CH:29][CH:30]5[C:32]([C:38](O)=[O:39])([NH:33][C:34]4=[O:37])[CH2:31]5)[CH2:20]3)[C:15]3[C:10](=[C:11]([CH3:45])[C:12]([O:43][CH3:44])=[CH:13][CH:14]=3)[N:9]=2)=[CH:4][CH:3]=1.C(Cl)CCl.[CH:50]1([S:53]([NH2:56])(=[O:55])=[O:54])[CH2:52][CH2:51]1.C1CCN2C(=NCCC2)CC1.C(O)(=O)CC(CC(O)=O)(C(O)=O)O>C(Cl)Cl>[F:1][C:2]1[CH:7]=[CH:6][C:5]([C:8]2[N:17]=[C:16]([O:18][CH:19]3[CH2:36][CH:35]4[N:21]([C:22](=[O:42])[N:23]([CH3:41])[CH2:24][CH2:25][CH2:26][CH2:27][CH:28]=[CH:29][CH:30]5[C:32]([C:38]([NH:56][S:53]([CH:50]6[CH2:52][CH2:51]6)(=[O:55])=[O:54])=[O:39])([NH:33][C:34]4=[O:37])[CH2:31]5)[CH2:20]3)[C:15]3[C:10](=[C:11]([CH3:45])[C:12]([O:43][CH3:44])=[CH:13][CH:14]=3)[N:9]=2)=[CH:4][CH:3]=1. Reported procedure: A solution of the acid (153) (92 mg, 0.15 mmol) and EDC (38 mg, 0.2 mmol) in dry DCM (2 ml) was stirred at room temperature overnight. Cyclopropylsulfonamide (48 mg, 0.4 mmol) and DBU (76 mg, 0.5 mmol) was added and the mixture was stirred at room temperature for 6 hours. 5% Citric acid was added and the mixture was extracted three times with ethyl acetate. The organic phase was washed with 5% citric acid and brine, dried with sodium sulphate and evaporated under reduced pressure. The residue wa... Starting materials: CCOC(=O)c1ccc2c(C(=O)NCc3cc(F)cc(F)c3)c(C(C)C)n(Cc3ccccn3)c2c1, CCO, [Na+], [OH-], O. Product: CC(C)c1c(C(=O)NCc2cc(F)cc(F)c2)c2ccc(C(=O)O)cc2n1Cc1ccccn1. Reaction SMILES: [CH2:1]([CH3:2])[O:3][C:4](=[O:5])[c:6]1[cH:7][cH:8][c:9]2[c:10]([C:25]([NH:26][CH2:27][c:28]3[cH:29][c:30]([F:35])[cH:31][c:32]([F:34])[cH:33]3)=[O:36])[c:11]([CH:22]([CH3:23])[CH3:24])[n:12]([CH2:15][c:16]3[n:17][cH:18][cH:19][cH:20][cH:21]3)[c:13]2[cH:14]1.[CH3:40][CH2:41][OH:42].[Na+:38].[OH-:37].[OH2:39]>>[O:3]=[C:4]([OH:5])[c:6]1[cH:7][cH:8][c:9]2[c:10]([C:25]([NH:26][CH2:27][c:28]3[cH:29][c:30]([F:35])[cH:31][c:32]([F:34])[cH:33]3)=[O:36])[c:11]([CH:22]([CH3:23])[CH3:24])[n:12]([CH2:15][c:16]3[n:17][cH:18][cH:19][cH:20][cH:21]3)[c:13]2[cH:14]1.